This data is from the Open Reaction Database (ORD), a public repository of structured organic reaction records. The task is: describe an organic reaction: reactants, conditions, products, and yield The reactants are FC1=C(C=CC=C1)[C@@H]1N2C(CC=C[C@@H]2CCC1)=O ((6R*,9aS*)-6-(2-fluorophenyl)-3,6,7,8,9,9a-hexahydroquinolizin-4-one), [H][H] (hydrogen). The reagents and catalysts are [Pt]=O (Platinum oxide). Solvent: CO (methanol). The product is FC1=C(C=CC=C1)[C@@H]1N2C(CCC[C@@H]2CCC1)=O ((6R*,9aS*)-6-(2-fluorophenyl)octahydroquinolizin-4-one). Yield: 83.3%. Reaction SMILES: [F:1][C:2]1[CH:7]=[CH:6][CH:5]=[CH:4][C:3]=1[C@H:8]1[CH2:17][CH2:16][CH2:15][C@@H:14]2[N:9]1[C:10](=[O:18])[CH2:11][CH:12]=[CH:13]2.[H][H]>CO.[Pt]=O>[F:1][C:2]1[CH:7]=[CH:6][CH:5]=[CH:4][C:3]=1[C@H:8]1[CH2:17][CH2:16][CH2:15][C@@H:14]2[N:9]1[C:10](=[O:18])[CH2:11][CH2:12][CH2:13]2. Reported procedure: Platinum oxide (16 mg) was added to a solution of (6R*,9aS*)-6-(2-fluorophenyl)-3,6,7,8,9,9a-hexahydroquinolizin-4-one (368 mg) in methanol (8 mL), and the reaction solution was stirred in a hydrogen stream at room temperature for two hours. The reaction solution was filtered through celite, and the filtrate was concentrated under reduced pressure. The residue was purified by silica gel column chromatography (elution solvent: heptane-ethyl acetate system) to obtain 309 mg of the title compound. ... Yields the product ClC1=C(C=C(C=C1)Cl)C (2,5-dichlorotoluene). RXN SMILES: [Cl:1][C:2]1[CH:7]=[C:6](C(C)C)[C:5]([Cl:11])=[CH:4][C:3]=1[CH3:12]>C1(C)C=CC=CC=1>[Cl:1][C:2]1[CH:7]=[CH:6][C:5]([Cl:11])=[CH:4][C:3]=1[CH3:12]. Procedure: In the next step, the obtained 2,5-dichloro-4-t-alkyltoluene or 2,5-dichloro-4-isopropyltoluene is brought into contact with toluene, thereby subjecting to transalkylation, disconnecting the t-alkyl group or the isopropyl group from the mother compound to obtain 2,5-dichlorotoluene. Starting materials: 2,5-dichloro-4-t-alkyltoluene, ClC1=C(C=C(C(=C1)C(C)C)Cl)C (2,5-dichloro-4-isopropyltoluene). Solvent: C1(=CC=CC=C1)C (toluene).